From a dataset of the Open Reaction Database (ORD), a public repository of structured organic reaction records. describe an organic reaction: reactants, conditions, products, and yield Starting materials: ClCCl, C1CS1, CNC(=O)Nc1ccc(Cl)c(Cl)c1, Cl, O, O=S(=O)(O)Cl, c1ccncc1. Yields the product CN(SCCCl)C(=O)Nc1ccc(Cl)c(Cl)c1. As a reaction SMILES: [CH2:29]([Cl:30])[Cl:31].[CH2:6]1[CH2:7][S:8]1.[CH3:9][NH:10][C:11](=[O:12])[NH:13][c:14]1[cH:15][c:16]([Cl:21])[c:17]([Cl:20])[cH:18][cH:19]1.[ClH:22].[OH2:32].[S:1]([Cl:2])(=[O:3])(=[O:4])[OH:5].[cH:23]1[cH:24][cH:25][n:26][cH:27][cH:28]1>>[CH2:6]([CH2:7][Cl:22])[S:8][N:10]([CH3:9])[C:11](=[O:12])[NH:13][c:14]1[cH:15][c:16]([Cl:21])[c:17]([Cl:20])[cH:18][cH:19]1. Starting materials: ClCCC1=C(C=CC(=C1)Cl)SC1=C(C=C(C=C1)Cl)CCCl (chloroethyl-p-chlorophenyl sulfide), stainless steel, C(C)(C)N (isopropylamine), C(Cl)(Cl)Cl (chloroform), O (water). The product is Cl.ClC1=CC=C(C=C1)SCCNC(C)C (N-[2-[(4-Chlorophenyl)thio]ethyl]-1-methylethanamine hydrochloride). Reaction SMILES: [Cl:1]CCC1C=C(Cl)C=[CH:6][C:5]=1[S:11][C:12]1[CH:17]=[CH:16][C:15]([Cl:18])=[CH:14][C:13]=1CCCl.O.C(Cl)(Cl)Cl.[CH:27]([NH2:30])([CH3:29])[CH3:28]>>[ClH:1].[Cl:18][C:15]1[CH:14]=[CH:13][C:12]([S:11][CH2:5][CH2:6][NH:30][CH:27]([CH3:29])[CH3:28])=[CH:17][CH:16]=1 |f:4.5|. Procedure details: A solution of 24.0 g (0.116 mole) chloroethyl-p-chlorophenyl sulfide in 100 ml of isopropylamine was agitated overnight in a stainless steel bomb at 80° C. The reaction mixture was then stripped to dryness and the residue partitioned between water and chloroform. The chloroform layer was extracted with 1N sulfuric acid. Three layers were obtained: a water phase (lower), a chloroform phase (upper) and an intermediate phase. The aqueous and intermediate phases were combined, made alkaline and extr... Reactants: Cl.N12C[C@@H](C(CC1)CC2)NC(=O)C=2SC1=C(C2)C=CC=C1C=1C=C(C(=O)O)C=CC1 (3-(2-{[(3R)-1-Azabicyclo[2.2.2]oct-3-ylamino]carbonyl}-1-benzothien-7-yl)-benzoic acid hydrochloride), C1(CC1)N (cyclopropylamine). The product is Cl.N12C[C@@H](C(CC1)CC2)NC(=O)C=2SC1=C(C2)C=CC=C1C1=CC(=CC=C1)C(=O)NC1CC1 (N-[(3R)-1-Azabicyclo[2.2.2]oct-3-yl]-7-{3-[(cyclopropylamino)carbonyl]phenyl}-1-benzothiophene-2-carboxamide hydrochloride). As a reaction SMILES: [ClH:1].[N:2]12[CH2:9][CH2:8][CH:5]([CH2:6][CH2:7]1)[C@@H:4]([NH:10][C:11]([C:13]1[S:14][C:15]3[C:21]([C:22]4[CH:23]=[C:24]([CH:28]=[CH:29][CH:30]=4)[C:25](O)=[O:26])=[CH:20][CH:19]=[CH:18][C:16]=3[CH:17]=1)=[O:12])[CH2:3]2.[CH:31]1([NH2:34])[CH2:33][CH2:32]1>>[ClH:1].[N:2]12[CH2:9][CH2:8][CH:5]([CH2:6][CH2:7]1)[C@@H:4]([NH:10][C:11]([C:13]1[S:14][C:15]3[C:21]([C:22]4[CH:30]=[CH:29][CH:28]=[C:24]([C:25]([NH:34][CH:31]5[CH2:33][CH2:32]5)=[O:26])[CH:23]=4)=[CH:20][CH:19]=[CH:18][C:16]=3[CH:17]=1)=[O:12])[CH2:3]2 |f:0.1,3.4|. Procedure: 50 mg (0.11 mmol) of 3-(2-{[(3R)-1-azabicyclo[2.2.2]oct-3-ylamino]carbonyl}-1-benzothien-7-yl)benzoic acid hydrochloride (Example 75) and 12.9 mg (0.23 mmol) of cyclopropylamine are reacted together by general method E. 17.6 mg (31.1% of theory) of the title compound are obtained. Starting materials: C(C)(=O)O (acetic acid), O (water), [OH-].[Na+] (sodium hydroxide), S(=O)(=O)(C1=CC=C(C)C=C1)Cl (tosyl chloride). Solvent: O1CCCC1 (tetrahydrofuran). Run at time 8 hour. The product is CC=1C=CC(=CC1)S(=O)(=O)O (p-toluenesulfonate). The yield is 84731.5%. As a reaction SMILES: O.[OH-].[Na+].[S:4](Cl)([C:7]1[CH:13]=[CH:12][C:10]([CH3:11])=[CH:9][CH:8]=1)(=[O:6])=[O:5].C(O)(=[O:17])C>O1CCCC1>[CH3:11][C:10]1[CH:9]=[CH:8][C:7]([S:4]([OH:17])(=[O:6])=[O:5])=[CH:13][CH:12]=1 |f:1.2|. Procedure details: To water (288 mL), sodium hydroxide (180 g, 4.5 mol, 5.0 eq) was added. At 0° C., methanol-d3 (32.4 g, 900 mmol, 1.0 eq) was added, and the solution of tosyl chloride (206 g, 1.1 mmol, 1.2 eq) in tetrahydrofuran (288 mL) was dropwise added slowly. The mixture was warmed to room temperature and stirred overnight. The mixture was neutralized to neutral by dropwise adding acetic acid (206 g) at 25° C., filtered and partitioned. The aqueous phase was extracted with ethyl acetate (100 mL). The filter... The reactants are C(C)C1=C(NC=C2C(=NN(C2=O)C2=CC=C(C(=O)O)C=C2)C)C=CC=C1 (4-(4-(2-ethylanilinomethylene)-4,5-dihydro-3-methyl-5-oxo-1H-pyrazol-1-yl)-benzoic acid), N (ammonia). The product is C(C)C1=C(NC=C2C(=NN(C2=O)C2=CC=C(C(=O)N)C=C2)C)C=CC=C1 (4-(4-(2-ethylanilinomethylene)-4,5-dihydro-3-methyl-5-oxo-1H-pyrazol-1-yl)-benzamide). RXN SMILES: [CH2:1]([C:3]1[CH:26]=[CH:25][CH:24]=[CH:23][C:4]=1[NH:5][CH:6]=[C:7]1[C:11](=[O:12])[N:10]([C:13]2[CH:21]=[CH:20][C:16]([C:17](O)=[O:18])=[CH:15][CH:14]=2)[N:9]=[C:8]1[CH3:22])[CH3:2].[NH3:27]>>[CH2:1]([C:3]1[CH:26]=[CH:25][CH:24]=[CH:23][C:4]=1[NH:5][CH:6]=[C:7]1[C:11](=[O:12])[N:10]([C:13]2[CH:14]=[CH:15][C:16]([C:17]([NH2:27])=[O:18])=[CH:20][CH:21]=2)[N:9]=[C:8]1[CH3:22])[CH3:2]. Reported procedure: From the reaction of 4-(4-(2-ethylanilinomethylene)-4,5-dihydro-3-methyl-5-oxo-1H-pyrazol-1-yl)-benzoic acid and diluted ammonia solution, 4-(4-(2-ethylanilinomethylene)-4,5-dihydro-3-methyl-5-oxo-1H-pyrazol-1-yl)-benzamide is obtained, Mp 225.2° C. Starting materials: CC(=O)[O-], CCC(=O)CC1(c2ccc(Cl)c(Cl)c2)CCC1, NO, [Na+], O, O=S(=O)(O)O. Product: CCC(CC1(c2ccc(Cl)c(Cl)c2)CCC1)=NO. As a reaction SMILES: [CH3:26][C:27](=[O:28])[O-:29].[Cl:1][c:2]1[cH:3][c:4]([C:9]2([CH2:13][C:14]([CH2:15][CH3:16])=[O:17])[CH2:10][CH2:11][CH2:12]2)[cH:5][cH:6][c:7]1[Cl:8].[NH2:23][OH:24].[Na+:25].[OH2:30].[S:18]([OH:19])([OH:20])(=[O:21])=[O:22]>>[Cl:1][c:2]1[cH:3][c:4]([C:9]2([CH2:13][C:14]([CH2:15][CH3:16])=[N:23][OH:24])[CH2:10][CH2:11][CH2:12]2)[cH:5][cH:6][c:7]1[Cl:8].